Dataset: the Open Reaction Database (ORD), a public repository of structured organic reaction records. Task: describe an organic reaction: reactants, conditions, products, and yield Starting materials: C(C1=CC=CC=C1)OC=1C=C(C=CC1)C1=CC=C(C=C1)OC[C@@H](CCC=1C=NC=CC1)O ((2R)-1-(3'-(Benzyloxy)biphenyl-4-yloxy)-4-(3-pyridyl)-2-butanol). The reagents and catalysts are [Pd] (palladium on carbon). The solvent is C(C)O (ethanol). Yields the product OC=1C=C(C=CC1)C1=CC=C(C=C1)OC[C@@H](CCC=1C=NC=CC1)O ((2R)-1-(3'-Hydroxybiphenyl-4-yloxy)-4-(3-pyridyl)-2-butanol). Isolated yield 75.0%. As a reaction SMILES: C([O:8][C:9]1[CH:10]=[C:11]([C:15]2[CH:20]=[CH:19][C:18]([O:21][CH2:22][C@H:23]([OH:32])[CH2:24][CH2:25][C:26]3[CH:27]=[N:28][CH:29]=[CH:30][CH:31]=3)=[CH:17][CH:16]=2)[CH:12]=[CH:13][CH:14]=1)C1C=CC=CC=1>C(O)C.[Pd]>[OH:8][C:9]1[CH:10]=[C:11]([C:15]2[CH:20]=[CH:19][C:18]([O:21][CH2:22][C@H:23]([OH:32])[CH2:24][CH2:25][C:26]3[CH:27]=[N:28][CH:29]=[CH:30][CH:31]=3)=[CH:17][CH:16]=2)[CH:12]=[CH:13][CH:14]=1. Procedure: Solid (2R)-1-(3'-(Benzyloxy)biphenyl-4-yloxy)-4-(3-pyridyl)-2-butanol (0.88 g, Example 93c) was dissolved in dry ethanol (150 ml) and hydrogenolysed for 24 hours at 3 atmospheres pressure over a palladium on carbon catalyst (10%, 0.09 g). The reaction mixture was filtered through Celite® and the residue washed with ethanol. The combined filtrate and washings were concentrated under reduced pressure and the residue obtained purified by column chromatography over silica eluting with dichloromethan... The reactants are CC1(O[C@@H]2[C@H](O1)C=C[C@@H]2O)C ((3aS,4S,6aR)-2,2-dimethyl-4,6a-dihydro-3aH-cyclopenta[d][1,3]dioxol-4-ol). Reagents/catalysts: [Pd] (Pd/C). Solvent: CO (MeOH). Yields the product CC1(O[C@@H]2[C@H](O1)CCC2=O)C ((3aR,6aR)-2,2-dimethyldihydro-3aH-cyclopenta[d][1,3]dioxol-4(5H)-one), CC1(O[C@@H]2[C@H](O1)CC[C@@H]2O)C ((3aS,4S,6aR)-2,2-dimethyltetrahydro-3aH-cyclopenta[d][1,3]dioxol-4-ol). As a reaction SMILES: [CH3:1][C:2]1([CH3:11])[O:6][C@@H:5]2[CH:7]=[CH:8][C@H:9]([OH:10])[C@@H:4]2[O:3]1>CO.[Pd]>[CH3:1][C:2]1([CH3:11])[O:6][C@@H:5]2[CH2:7][CH2:8][C:9](=[O:10])[C@@H:4]2[O:3]1.[CH3:1][C:2]1([CH3:11])[O:6][C@@H:5]2[CH2:7][CH2:8][C@H:9]([OH:10])[C@@H:4]2[O:3]1. Procedure details: (3aS,4S,6aR)-2,2-dimethyl-4,6a-dihydro-3aH-cyclopenta[d][1,3]dioxol-4-ol (1-1) (10 g, 64.0 mmol, 1 equiv) was dissolved in MeOH (200 mL), the system was placed under nitrogen and 10% Pd/C (681 mg, 6.4 mmol, 0.1 equiv) was carefully added. The resulting mixture was stirred under a H2 atmosphere (1 atm) until disappearance of the starting material as monitored by LC-MS analysis. Hydrogen was removed followed by filtration through a celite plug and washing of the solids with MeOH (4×75 mL). The fil... The reactants are Cn1cc(-c2cn(S(=O)(=O)c3ccccc3)c3ncc(C4=CC(C)(C)CC(C)(C)C4)cc23)cn1, CO, [OH-], [OH-], [Pd+2]. Product: Cn1cc(-c2cn(S(=O)(=O)c3ccccc3)c3ncc(C4CC(C)(C)CC(C)(C)C4)cc23)cn1. RXN SMILES: [CH3:1][n:2]1[n:3][cH:4][c:5](-[c:7]2[cH:8][n:9]([S:26](=[O:27])(=[O:28])[c:29]3[cH:30][cH:31][cH:32][cH:33][cH:34]3)[c:10]3[n:11][cH:12][c:13]([C:16]4=[CH:17][C:18]([CH3:24])([CH3:25])[CH2:19][C:20]([CH3:22])([CH3:23])[CH2:21]4)[cH:14][c:15]23)[cH:6]1.[CH3:35][OH:36].[OH-:37].[OH-:38].[Pd+2:39]>>[CH3:1][n:2]1[n:3][cH:4][c:5](-[c:7]2[cH:8][n:9]([S:26](=[O:27])(=[O:28])[c:29]3[cH:30][cH:31][cH:32][cH:33][cH:34]3)[c:10]3[n:11][cH:12][c:13]([CH:16]4[CH2:17][C:18]([CH3:24])([CH3:25])[CH2:19][C:20]([CH3:22])([CH3:23])[CH2:21]4)[cH:14][c:15]23)[cH:6]1. Starting materials: NC1=CC2=C(CCN(CC2)C(=O)C2OCCOC2)C=C1 ((7-Amino-1,2,4,5-tetrahydro-3-benzazepin-3-yl)-1,4-dioxinan-2-yl-methanone), O1C(COCC1)C=O (1,4-dioxinan-2-yl-methanone), ClC1=NC=C(C(=N1)NC1=C(C(=O)NC)C=CC=C1F)Cl (2-(2,5-Dichloro-pyrimidin-4-ylamino)-3-fluoro-N-methyl-benzamide). The product is ClC=1C(=NC(=NC1)NC1=CC2=C(CCN(CC2)C(=O)C2OCCOC2)C=C1)NC1=C(C(=O)NC)C=CC=C1F (2-{5-Chloro-2-[3-([1,4]dioxane-2-carbonyl)-2,3,4,5-tetrahydro-1H-benzo[d]azepin-7-ylamino]-pyrimidin-4-ylamino}-3-fluoro-N-methyl-benzamide). RXN SMILES: [NH2:1][C:2]1[CH:20]=[CH:19][C:5]2[CH2:6][CH2:7][N:8]([C:11]([CH:13]3[CH2:18][O:17][CH2:16][CH2:15][O:14]3)=[O:12])[CH2:9][CH2:10][C:4]=2[CH:3]=1.O1CCOCC1C=O.Cl[C:30]1[N:35]=[C:34]([NH:36][C:37]2[C:46]([F:47])=[CH:45][CH:44]=[CH:43][C:38]=2[C:39]([NH:41][CH3:42])=[O:40])[C:33]([Cl:48])=[CH:32][N:31]=1>>[Cl:48][C:33]1[C:34]([NH:36][C:37]2[C:46]([F:47])=[CH:45][CH:44]=[CH:43][C:38]=2[C:39]([NH:41][CH3:42])=[O:40])=[N:35][C:30]([NH:1][C:2]2[CH:20]=[CH:19][C:5]3[CH2:6][CH2:7][N:8]([C:11]([CH:13]4[CH2:18][O:17][CH2:16][CH2:15][O:14]4)=[O:12])[CH2:9][CH2:10][C:4]=3[CH:3]=2)=[N:31][CH:32]=1. Reported procedure: (7-Amino-1,2,4,5-tetrahydro-3-benzazepin-3-yl)-1,4-dioxinan-2-yl-methanone, prepared in a similar manner as 7-Amino-8-methoxy-1,2,4,5-tetrahydro-3-benzazepin-3-yl)-1,4-dioxinan-2-yl-methanone of Example 633b, was reacted with 2-(2,5-Dichloro-pyrimidin-4-ylamino)-3-fluoro-N-methyl-benzamide, in a similar manner as Example 601b, to yield desired product 2-{5-Chloro-2-[3-([1,4]dioxane-2-carbonyl)-2,3,4,5-tetrahydro-1H-benzo[d]azepin-7-ylamino]-pyrimidin-4-ylamino}-3-fluoro-N-methyl-benzamide as a l... Conditions: temperature 135 celsius, time 16 hour. Procedure details: A mixture of 4-bromo-3-(trifluoromethyl)-benzonitrile (Yonezawa et al., Synthetic Communications (1996), 26, 1575-1578; 6.0 g, 24 mmol), diethylamine (8.3 mL, 80 mmol) and 25 mL N,N-dimethylacetamide is stirred in a tightly closed vessel for 16 hours at 135° C. After cooling, the reaction mixture is treated with a half-saturated aqueous solution of sodium hydrogen carbonate and extracted three times with ethyl acetate. The combined organic extracts are dried (Na2SO4) and the solvent is evaporate... Reactants: BrC1=C(C=C(C#N)C=C1)C(F)(F)F (4-bromo-3-(trifluoromethyl)-benzonitrile), C(C)NCC (diethylamine), C(O)([O-])=O.[Na+] (sodium hydrogen carbonate). Yields the product C(C)N(C1=C(C=C(C#N)C=C1)C(F)(F)F)CC (4-Diethylamino-3-(trifluoromethyl)-benzonitrile). Run in CN(C(C)=O)C (N,N-dimethylacetamide). RXN SMILES: Br[C:2]1[CH:9]=[CH:8][C:5]([C:6]#[N:7])=[CH:4][C:3]=1[C:10]([F:13])([F:12])[F:11].[CH2:14]([NH:16][CH2:17][CH3:18])[CH3:15].C(=O)([O-])O.[Na+]>CN(C)C(=O)C>[CH2:14]([N:16]([CH2:17][CH3:18])[C:2]1[CH:9]=[CH:8][C:5]([C:6]#[N:7])=[CH:4][C:3]=1[C:10]([F:13])([F:12])[F:11])[CH3:15] |f:2.3|. Yields the product [N+](=O)([O-])C=1C=C(OCC=2N=CN(C2)C(C2=CC=CC=C2)(C2=CC=CC=C2)C2=CC=CC=C2)C=CC1 (4-(3-nitro-phenoxymethyl)-1-trityl-1H-imidazole). The yield is 66.2%. Reaction conditions: time 8 hour. Solvent: O1CCCC1 (THF), O1CCCC1 (tetrahydrofuran). RXN SMILES: N(C(OCC)=O)=NC(OCC)=O.[C:13]([N:32]1[CH:36]=[C:35]([CH2:37][OH:38])[N:34]=[CH:33]1)([C:26]1[CH:31]=[CH:30][CH:29]=[CH:28][CH:27]=1)([C:20]1[CH:25]=[CH:24][CH:23]=[CH:22][CH:21]=1)[C:14]1[CH:19]=[CH:18][CH:17]=[CH:16][CH:15]=1.[N+:39]([C:42]1[CH:43]=[C:44](O)[CH:45]=[CH:46][CH:47]=1)([O-:41])=[O:40].C1(P(C2C=CC=CC=2)C2C=CC=CC=2)C=CC=CC=1>O1CCCC1>[N+:39]([C:42]1[CH:47]=[C:46]([CH:45]=[CH:44][CH:43]=1)[O:38][CH2:37][C:35]1[N:34]=[CH:33][N:32]([C:13]([C:26]2[CH:27]=[CH:28][CH:29]=[CH:30][CH:31]=2)([C:20]2[CH:21]=[CH:22][CH:23]=[CH:24][CH:25]=2)[C:14]2[CH:19]=[CH:18][CH:17]=[CH:16][CH:15]=2)[CH:36]=1)([O-:41])=[O:40]. The reactants are C1(=CC=CC=C1)P(C1=CC=CC=C1)C1=CC=CC=C1 (triphenyl phosphine), N(=NC(=O)OCC)C(=O)OCC (diethyl azodicarboxylate), C(C1=CC=CC=C1)(C1=CC=CC=C1)(C1=CC=CC=C1)N1C=NC(=C1)CO ((1-trityl-1H-imidazole-4-yl)methanol), [N+](=O)([O-])C=1C=C(C=CC1)O (3-nitrophenol). Procedure: To a solution of diethyl azodicarboxylate (2.1 mL) in tetrahydrofuran (THF) (40 mL) was added (1-trityl-1H-imidazole-4-yl)methanol (2.23 g, prepared as described in J. Med. Chem. (1977)20:721) and 3-nitrophenol (2 g). To this mixture at 0° C. was added dropwise a solution of triphenyl phosphine (3.44 g) in THF (60 mL). The reaction mixture was stirred at room temperature overnight. After evaporation of the solvent the residue was chromatographed on silica gel eluting with ethyl acetate:hexane (4... The reactants are CCOC(=O)c1csc(N2CC(C(C)(C)C)C2O[SiH](c2ccccc2)c2ccccc2)n1, C[Al](C)C, CC(=O)O, CCOC(C)=O, C1CCNC1, c1ccccc1. Product: CC(C)(C)C1CN(c2nc(C(=O)N3CCCC3)cs2)C1O[SiH](c1ccccc1)c1ccccc1. Reaction SMILES: [C:1]([CH3:2])([CH3:3])([CH3:4])[CH:5]1[CH:6]([O:19][SiH:20]([c:21]2[cH:22][cH:23][cH:24][cH:25][cH:26]2)[c:27]2[cH:28][cH:29][cH:30][cH:31][cH:32]2)[N:7]([c:9]2[s:10][cH:11][c:12]([C:14](=[O:15])[O:16][CH2:17][CH3:18])[n:13]2)[CH2:8]1.[CH3:33][Al:34]([CH3:35])[CH3:36].[CH3:42][C:43](=[O:44])[OH:45].[CH3:46][CH2:47][O:48][C:49](=[O:50])[CH3:51].[NH:37]1[CH2:38][CH2:39][CH2:40][CH2:41]1.[cH:52]1[cH:53][cH:54][cH:55][cH:56][cH:57]1>>[C:1]([CH3:2])([CH3:3])([CH3:4])[CH:5]1[CH:6]([O:19][SiH:20]([c:21]2[cH:22][cH:23][cH:24][cH:25][cH:26]2)[c:27]2[cH:28][cH:29][cH:30][cH:31][cH:32]2)[N:7]([c:9]2[s:10][cH:11][c:12]([C:14](=[O:15])[N:37]3[CH2:38][CH2:39][CH2:40][CH2:41]3)[n:13]2)[CH2:8]1. The reactants are CN(C1(CCC(CC1)N)C1=CC=CC=C1)C (4-Dimethylamino-4-phenyl-cyclohexylamine), C1(=CC=CC=C1)OC(NCCCC1=CC=CC=C1)=O ((3-phenylpropyl)carbamic acid phenyl ester). Run in O1CCOCC1 (dioxane). The product is CN(C1(CCC(CC1)NC(=O)NCCCC1=CC=CC=C1)C1=CC=CC=C1)C (1-(4-Dimethylamino-4-phenylcyclohexyl)-3-(3-phenylpropyl)urea). Reaction SMILES: [CH3:1][N:2]([CH3:16])[C:3]1([C:10]2[CH:15]=[CH:14][CH:13]=[CH:12][CH:11]=2)[CH2:8][CH2:7][CH:6]([NH2:9])[CH2:5][CH2:4]1.C1([O:23][C:24](=O)[NH:25][CH2:26][CH2:27][CH2:28][C:29]2[CH:34]=[CH:33][CH:32]=[CH:31][CH:30]=2)C=CC=CC=1>O1CCOCC1>[CH3:1][N:2]([CH3:16])[C:3]1([C:10]2[CH:15]=[CH:14][CH:13]=[CH:12][CH:11]=2)[CH2:8][CH2:7][CH:6]([NH:9][C:24]([NH:25][CH2:26][CH2:27][CH2:28][C:29]2[CH:34]=[CH:33][CH:32]=[CH:31][CH:30]=2)=[O:23])[CH2:5][CH2:4]1. Reported procedure: 4-Dimethylamino-4-phenyl-cyclohexylamine (more polar diastereomer) (218 mg, 1.0 mmole) was added to a solution of (3-phenylpropyl)carbamic acid phenyl ester (255 mg, 1.0 mmole) in dioxane and refluxed for 12 h. Working up was performed by removing the dioxane by distillation and combining the residue with water. The batch was adjusted to pH 11 with 5M NaOH and extracted with ethyl acetate. The organic phase was dried with Na2SO4 and evaporated. The more polar product was obtained as a colorless ... Starting materials: ClC=1C=C(C=CC1Cl)[C@@H]1CC(C(C2=CC=CC=C12)O)C(C)NC ((4S)-4-(3,4-dichlorophenyl)-2-(1-(methylamino)ethyl)-1,2,3,4tetrahydronaphthalen-1-ol), C(=O)(C(F)(F)F)O (TFA). The solvent is C(Cl)Cl (CH2Cl2). Run at time 2 hour. Yields the product ClC=1C=C(C=CC1Cl)[C@@H]1CC(=CC2=CC=CC=C12)C(C)NC (1-((S)-4-(3,4-dichlorophenyl)-3,4-dihydronaphthalen-2-yl)-N-methylethanamine). RXN SMILES: [Cl:1][C:2]1[CH:3]=[C:4]([C@H:9]2[C:18]3[C:13](=[CH:14][CH:15]=[CH:16][CH:17]=3)[CH:12](O)[CH:11]([CH:20]([NH:22][CH3:23])[CH3:21])[CH2:10]2)[CH:5]=[CH:6][C:7]=1[Cl:8].C(O)(C(F)(F)F)=O>C(Cl)Cl>[Cl:1][C:2]1[CH:3]=[C:4]([C@H:9]2[C:18]3[C:13](=[CH:14][CH:15]=[CH:16][CH:17]=3)[CH:12]=[C:11]([CH:20]([NH:22][CH3:23])[CH3:21])[CH2:10]2)[CH:5]=[CH:6][C:7]=1[Cl:8]. Procedure: To a solution of 44 (480 mg, 1.37 mmol) in CH2Cl2 (5 mL) was added TFA (5 mL). The reaction mixture was stirred for 2 h before being concentrated. The residue was subjected to chiral AD column chromatography (ethanol/MeOH/hexane/DEA=3:2:93:0.1) to give 47 as a single diastereomer. The absolute stereochemistry for the stereocenter in the side chain of 47 was not determined. A second stereoisomer was formed, but could not be isolated in pure form. 1H NMR (400 MHz, CDCl3)δ 7.32 (d, J=8.0 Hz, 1 H), ...